From a dataset of the Open Reaction Database (ORD), a public repository of structured organic reaction records. describe an organic reaction: reactants, conditions, products, and yield Product: CON(C)C(=O)C(C)(CC1CCOCC1)c1ccc(SC)cn1. RXN SMILES: [C:32](=[O:33])([O-:34])[OH:35].[CH3:10][C:11]([C:12]([O:14][CH2:13][CH3:15])=[O:16])([CH2:17][CH:18]1[CH2:19][CH2:20][O:21][CH2:22][CH2:23]1)[c:24]1[n:25][cH:26][c:27]([S:30][CH3:31])[cH:28][cH:29]1.[CH3:2][O:3][NH:4][CH3:5].[CH3:37][c:38]1[cH:39][cH:40][cH:41][cH:42][cH:43]1.[CH3:6][Al:7]([CH3:8])[CH3:9].[ClH:1].[Na+:36]>>[CH3:2][O:3][N:4]([CH3:5])[C:12]([C:11]([CH3:10])([CH2:17][CH:18]1[CH2:19][CH2:20][O:21][CH2:22][CH2:23]1)[c:24]1[n:25][cH:26][c:27]([S:30][CH3:31])[cH:28][cH:29]1)=[O:14]. Starting materials: O=C([O-])O, CCOC(=O)C(C)(CC1CCOCC1)c1ccc(SC)cn1, CNOC, Cc1ccccc1, C[Al](C)C, Cl, [Na+]. Starting materials: COC1=CC=C(C=C1)N1CCN(CC1)C1=CC=C(C=C1)N1C(=NN=C1)S (4-{4-[4-(4-methoxyphenyl)-1-piperazinyl]phenyl}-4H-1,2,4-triazole-3-thiol), [OH-].[Na+] (sodium hydroxide), S(=O)(=O)(OC)OC (dimethyl sulfate). Solvent: CO (methanol). Conditions: time 3 hour. The product is COC1=CC=C(C=C1)N1CCN(CC1)C1=CC=C(C=C1)N1C(=NN=C1)SC (1-(4-methoxyphenyl)-4-{4-[3-(methylthio)-4H-1,2,4-triazol-4-yl]phenyl}piperazine). RXN SMILES: [CH3:1][O:2][C:3]1[CH:8]=[CH:7][C:6]([N:9]2[CH2:14][CH2:13][N:12]([C:15]3[CH:20]=[CH:19][C:18]([N:21]4[CH:25]=[N:24][N:23]=[C:22]4[SH:26])=[CH:17][CH:16]=3)[CH2:11][CH2:10]2)=[CH:5][CH:4]=1.[OH-].[Na+].S(OC)(O[CH3:33])(=O)=O>CO>[CH3:1][O:2][C:3]1[CH:8]=[CH:7][C:6]([N:9]2[CH2:10][CH2:11][N:12]([C:15]3[CH:20]=[CH:19][C:18]([N:21]4[CH:25]=[N:24][N:23]=[C:22]4[S:26][CH3:33])=[CH:17][CH:16]=3)[CH2:13][CH2:14]2)=[CH:5][CH:4]=1 |f:1.2|. Procedure: A mixture of 9 parts of 4-{4-[4-(4-methoxyphenyl)-1-piperazinyl]phenyl}-4H-1,2,4-triazole-3-thiol, 2 parts of sodium hydroxide and 160 parts of methanol is stirred and warmed till all solid enters solution. Then there are added 3.3 parts of dimethyl sulfate and stirring is continued for 3 hours at room temperature. The reaction mixture is poured onto water. The precipitated product is filtered off and crystallized from 1-butanol, yielding 5.3 parts of 1-(4-methoxyphenyl)-4-{4-[3-(methylthio)-4H-... Starting materials: CC(C)Oc1ccc(S(C)(=O)=O)cc1C(=O)O, Clc1ccc2c(c1)CCNC2. Product: CC(C)Oc1ccc(S(C)(=O)=O)cc1C(=O)N1CCc2cc(Cl)ccc2C1. RXN SMILES: [CH:12]([CH3:13])([CH3:14])[O:15][c:16]1[c:17]([C:18](=[O:19])[OH:20])[cH:21][c:22]([S:25](=[O:26])(=[O:27])[CH3:28])[cH:23][cH:24]1.[Cl:1][c:2]1[cH:3][c:4]2[c:9]([cH:10][cH:11]1)[CH2:8][NH:7][CH2:6][CH2:5]2>>[Cl:1][c:2]1[cH:3][c:4]2[c:9]([cH:10][cH:11]1)[CH2:8][N:7]([C:18]([c:17]1[c:16]([O:15][CH:12]([CH3:13])[CH3:14])[cH:24][cH:23][c:22]([S:25](=[O:26])(=[O:27])[CH3:28])[cH:21]1)=[O:19])[CH2:6][CH2:5]2. Reactants: COC(=O)c1cc(C#N)c(=O)n(C2CCCC2)c1, CCOC(C)=O, CO, Cl, [Na+], [OH-]. Yields the product N#Cc1cc(C(=O)O)cn(C2CCCC2)c1=O. Reaction SMILES: [C:1](#[N:2])[c:3]1[cH:4][c:5]([C:15](=[O:16])[O:17][CH3:18])[cH:6][n:7]([CH:10]2[CH2:11][CH2:12][CH2:13][CH2:14]2)[c:8]1=[O:9].[CH2:24]([O:25][C:26](=[O:27])[CH3:28])[CH3:29].[CH3:22][OH:23].[ClH:21].[Na+:20].[OH-:19]>>[C:1](#[N:2])[c:3]1[cH:4][c:5]([C:15](=[O:16])[OH:17])[cH:6][n:7]([CH:10]2[CH2:11][CH2:12][CH2:13][CH2:14]2)[c:8]1=[O:9].